From a dataset of the Open Reaction Database (ORD), a public repository of structured organic reaction records. describe an organic reaction: reactants, conditions, products, and yield The reactants are ClCCl, C=C(C)C(=O)OCCNC, O=C(Cl)Cl, Cl. Product: C=C(C)C(=O)OCCN(C)C(=O)Cl. As a reaction SMILES: [CH2:16]([Cl:17])[Cl:18].[CH3:2][NH:3][CH2:4][CH2:5][O:6][C:7]([C:8](=[CH2:9])[CH3:10])=[O:11].[Cl:12][C:13]([Cl:14])=[O:15].[ClH:1]>>[CH3:2][N:3]([CH2:4][CH2:5][O:6][C:7]([C:8](=[CH2:9])[CH3:10])=[O:11])[C:13]([Cl:12])=[O:15]. The reactants are [OH-].[K+] (potassium hydroxide), C([C@@H]1[C@H]([C@@H]([C@H]([C@H](O1)O[C@]2([C@H]([C@@H]([C@H](O2)CO)O)O)CO)O)O)O)O (sucrose), P(=O)([O-])([O-])[O-] (phosphate). Solvent: CCCCCCCCCCCC (normal dodecane). Conditions: temperature 30 celsius, time 72 hour. Product: C(CCCCCCCCCCC)(=O)O (lauric acid), 1,10-decane dicarboxylic acids. As a reaction SMILES: [CH2:1](O)[C@H:2]1[O:7][C@H:6]([O:8][C@]2(CO)O[C@H](CO)[C@@H](O)[C@@H]2O)[C@H:5](O)[C@@H:4](O)[C@@H:3]1O.P([O-])([O-])([O-])=O.[OH-].[K+]>CCCCCCCCCCCC>[C:6]([OH:7])(=[O:8])[CH2:5][CH2:4][CH2:3][CH2:2][CH2:1][CH2:1][CH2:2][CH2:3][CH2:4][CH2:5][CH3:6] |f:2.3|. Procedure: Components for the fermentation medium described in Example 1 as well as 50 g. sucrose were dissolved in 1 liter distilled water and adjusted to pH 5.5. Fifty milliliters of the medium were placed in a 500 ml shaking flask and inoculated with 2 loopsful of the Debaryomyces phaffii strain used in Example 1, and growth was maintained at 30° C. for 26 hours. The obtained culture broth was centrifuged in order to separate the cells (about 1 g dry weight). A reaction solution was prepared by mixing 1... The reactants are C1CCOC1, CC(N)CN(C)C, CC(=O)CC(C)=O, [Na+], [Na+], O=S(=O)([O-])[O-]. Yields the product CC(=O)CC(C)=NC(C)CN(C)C. RXN SMILES: [CH2:22]1[O:23][CH2:24][CH2:25][CH2:26]1.[CH3:15][N:16]([CH2:17][CH:18]([CH3:19])[NH2:20])[CH3:21].[CH3:1][C:2](=[O:3])[CH2:4][C:5]([CH3:6])=[O:7].[Na+:8].[Na+:9].[O-:10][S:11]([O-:12])(=[O:13])=[O:14]>>[CH3:1][C:2]([CH2:4][C:5]([CH3:6])=[O:7])=[N:20][CH:18]([CH2:17][N:16]([CH3:15])[CH3:21])[CH3:19].